Dataset: the Open Reaction Database (ORD), a public repository of structured organic reaction records. Task: describe an organic reaction: reactants, conditions, products, and yield Starting materials: CC1=[N+](C=CC=C1CS(=O)(=O)C)[O-] (2-methyl-3-(methylsulfonylmethyl)pyridine N-oxide), C(C)(C)C1=CC(=NC=C1)CN (4-isopropyl-2-pyridylmethylamine). Yields the product CC1=C(C=CC(=N1)C#N)CS(=O)(=O)C (6-methyl-5-(methylsulfonylmethyl)picolinonitrile). Reaction SMILES: [CH3:1][C:2]1[C:7]([CH2:8][S:9]([CH3:12])(=[O:11])=[O:10])=[CH:6][CH:5]=[CH:4][N+:3]=1[O-].C(C1C=C[N:20]=[C:19](CN)C=1)(C)C>>[CH3:1][C:2]1[N:3]=[C:4]([C:19]#[N:20])[CH:5]=[CH:6][C:7]=1[CH2:8][S:9]([CH3:12])(=[O:11])=[O:10]. Procedure: 6-methyl-5-(methylsulfonylmethyl)picolinonitrile was synthesized from 2-methyl-3-(methylsulfonylmethyl)pyridine N-oxide following the general procedure as described for the 4-isopropyl-2-pyridylmethylamine. Reactants: COCCOC1CC(c2ncc(-c3ccc(Br)cc3)[nH]2)N(C(=O)C(NC(=O)OC)C(C)C)C1, CC(=O)[O-], COC(=O)NC(C(=O)N1CC2(CC2)CC1c1ncc(-c2ccc3cc(Br)ccc3c2)[nH]1)C(C)C, [K+], [K+], [K+], [K+], C1COCCO1, O=P([O-])([O-])[O-]. Yields the product COCCOC1CC(c2ncc(-c3ccc(-c4ccc5cc(-c6cnc(C7CC8(CC8)CN7C(=O)C(NC(=O)OC)C(C)C)[nH]6)ccc5c4)cc3)[nH]2)N(C(=O)C(NC(=O)OC)C(C)C)C1. Reaction SMILES: [CH3:1][O:2][C:3]([NH:4][CH:5]([CH:6]([CH3:7])[CH3:8])[C:9](=[O:10])[N:11]1[CH:12]([c:21]2[nH:22][c:23](-[c:26]3[cH:27][cH:28][c:29]([Br:32])[cH:30][cH:31]3)[cH:24][n:25]2)[CH2:13][CH:14]([O:16][CH2:17][CH2:18][O:19][CH3:20])[CH2:15]1)=[O:33].[CH3:35][C:36](=[O:37])[O-:38].[CH3:39][O:40][C:41]([NH:42][CH:43]([CH:44]([CH3:45])[CH3:46])[C:47](=[O:48])[N:49]1[CH2:50][C:51]2([CH2:52][CH2:53]2)[CH2:54][CH:55]1[c:56]1[nH:57][c:58](-[c:61]2[cH:62][c:63]3[cH:64][cH:65][c:66]([Br:71])[cH:67][c:68]3[cH:69][cH:70]2)[cH:59][n:60]1)=[O:72].[K+:34].[K+:84].[K+:85].[K+:86].[O:73]1[CH2:74][CH2:75][O:76][CH2:77][CH2:78]1.[P:79]([O-:80])([O-:81])([O-:82])=[O:83]>>[CH3:1][O:2][C:3]([NH:4][CH:5]([CH:6]([CH3:7])[CH3:8])[C:9](=[O:10])[N:11]1[CH:12]([c:21]2[nH:22][c:23](-[c:26]3[cH:27][cH:28][c:29](-[c:66]4[cH:65][cH:64][c:63]5[cH:62][c:61](-[c:58]6[nH:57][c:56]([CH:55]7[N:49]([C:47]([CH:43]([NH:42][C:41]([O:40][CH3:39])=[O:72])[CH:44]([CH3:45])[CH3:46])=[O:48])[CH2:50][C:51]8([CH2:52][CH2:53]8)[CH2:54]7)[n:60][cH:59]6)[cH:70][cH:69][c:68]5[cH:67]4)[cH:30][cH:31]3)[cH:24][n:25]2)[CH2:13][CH:14]([O:16][CH2:17][CH2:18][O:19][CH3:20])[CH2:15]1)=[O:33]. The reactants are CC1=NOC(=C1C(=O)O)C1=CC=CC=C1 (3-Methyl-5-phenyl-4-isoxazolecarboxylic acid), C1(=CC=CC=C1)C1CNCC1 (3-phenyl-pyrrolidine), F[B-](F)(F)F.N1(N=NC2=C1C=CC=C2)OC(=[N+](C)C)N(C)C (O-(benzotriazol-1-yl)-N,N,N′,N′-tetramethyluronium tetrafluoroborate), C(C)(C)N(CC)C(C)C (diisopropylethylamine). Run in CN(C=O)C (dimethylformamide). Yields the product CC1=NOC(=C1C(=O)N1CC(CC1)C1=CC=CC=C1)C1=CC=CC=C1 (3-methyl-5-phenyl-4-[(3-phenylpyrrolidin-1-yl)carbonyl]isoxazole). As a reaction SMILES: [CH3:1][C:2]1[C:6]([C:7]([OH:9])=O)=[C:5]([C:10]2[CH:15]=[CH:14][CH:13]=[CH:12][CH:11]=2)[O:4][N:3]=1.[C:16]1([CH:22]2[CH2:26][CH2:25][NH:24][CH2:23]2)[CH:21]=[CH:20][CH:19]=[CH:18][CH:17]=1.F[B-](F)(F)F.N1(OC(N(C)C)=[N+](C)C)C2C=CC=CC=2N=N1.C(N(C(C)C)CC)(C)C>CN(C)C=O>[CH3:1][C:2]1[C:6]([C:7]([N:24]2[CH2:25][CH2:26][CH:22]([C:16]3[CH:21]=[CH:20][CH:19]=[CH:18][CH:17]=3)[CH2:23]2)=[O:9])=[C:5]([C:10]2[CH:15]=[CH:14][CH:13]=[CH:12][CH:11]=2)[O:4][N:3]=1 |f:2.3|. Procedure: 3-Methyl-5-phenyl-4-isoxazolecarboxylic acid (40 mg, 0.197 mmol), 3-phenyl-pyrrolidine (31.6 mg, 0.215 mmol), O-(benzotriazol-1-yl)-N,N,N′,N′-tetramethyluronium tetrafluoroborate (86.2 mg, 0.268 mmol) and diisopropylethylamine (25.4 mg, 0.197 mmol) were mixed in dimethylformamide (1.5 mL) and stirred at room temperature. Solvent was evaporated in vacuo, and the residue was taken up in methanol (1 mL), filtered and purified by preparative chromatography. The combined fractions were partitioned be... Reactants: COC(CC=1C=C(C(=CC1)OC)C1=C(C=C(C=C1)C(F)(F)F)C=O)=O ((2′-formyl-6-methoxy-4′-trifluoromethyl-biphenyl-3-yl)-acetic acid methyl ester), C1(CCC1)N (cyclobutylamine), C(C)(=O)Cl (acetyl chloride). Yields the product C(C)(=O)N(C1CCC1)CC1=C(C=CC(=C1)C(F)(F)F)C1=CC(=CC=C1OC)CC(=O)O ({2′-[(Acetyl-cyclobutyl-amino)-methyl]-6-methoxy-4′-trifluoromethyl-biphenyl-3-yl}-acetic acid). Reaction SMILES: C[O:2][C:3](=[O:25])[CH2:4][C:5]1[CH:6]=[C:7]([C:13]2[CH:18]=[CH:17][C:16]([C:19]([F:22])([F:21])[F:20])=[CH:15][C:14]=2[CH:23]=O)[C:8]([O:11][CH3:12])=[CH:9][CH:10]=1.[CH:26]1([NH2:30])[CH2:29][CH2:28][CH2:27]1.[C:31](Cl)(=[O:33])[CH3:32]>>[C:31]([N:30]([CH2:23][C:14]1[CH:15]=[C:16]([C:19]([F:22])([F:21])[F:20])[CH:17]=[CH:18][C:13]=1[C:7]1[C:8]([O:11][CH3:12])=[CH:9][CH:10]=[C:5]([CH2:4][C:3]([OH:25])=[O:2])[CH:6]=1)[CH:26]1[CH2:29][CH2:28][CH2:27]1)(=[O:33])[CH3:32]. Reported procedure: {2′-[(Acetyl-cyclobutyl-amino)-methyl]-6-methoxy-4′-trifluoromethyl-biphenyl-3-yl}-acetic acid (Compound 1-30) was prepared according to the procedures outlined in Example 1 by using the following materials: (2′-formyl-6-methoxy-4′-trifluoromethyl-biphenyl-3-yl)-acetic acid methyl ester, cyclobutylamine and acetyl chloride.